This data is from the Open Reaction Database (ORD), a public repository of structured organic reaction records. The task is: describe an organic reaction: reactants, conditions, products, and yield Starting materials: S1C(=CC=C1)C=1N=C(SC1)C1(CCOCC1)CN ((4-(4-(thiophen-2-yl)thiazol-2-yl)tetrahydro-2H-pyran-4-yl)methanamine), FC(C1=NC(=NO1)C=1C=C(C(=O)O)C=CC1)(F)F (3-(5-(trifluoromethyl)-1,2,4-oxadiazol-3-yl)benzoic acid). Yields the product S1C(=CC=C1)C=1N=C(SC1)C1(CCOCC1)CNC(C1=CC(=CC=C1)C1=NOC(=N1)C(F)(F)F)=O (N-((4-(4-(Thiophen-2-yl)thiazol-2-yl)tetrahydro-2H-pyran-4-yl)methyl)-3-(5-(trifluoromethyl)-1,2,4-oxadiazol-3-yl)benzamide). Yield: 46.0%. Reaction SMILES: [S:1]1[CH:5]=[CH:4][CH:3]=[C:2]1[C:6]1[N:7]=[C:8]([C:11]2([CH2:17][NH2:18])[CH2:16][CH2:15][O:14][CH2:13][CH2:12]2)[S:9][CH:10]=1.[F:19][C:20]([F:36])([F:35])[C:21]1[O:25][N:24]=[C:23]([C:26]2[CH:27]=[C:28]([CH:32]=[CH:33][CH:34]=2)[C:29](O)=[O:30])[N:22]=1>>[S:1]1[CH:5]=[CH:4][CH:3]=[C:2]1[C:6]1[N:7]=[C:8]([C:11]2([CH2:17][NH:18][C:29](=[O:30])[C:28]3[CH:32]=[CH:33][CH:34]=[C:26]([C:23]4[N:22]=[C:21]([C:20]([F:36])([F:35])[F:19])[O:25][N:24]=4)[CH:27]=3)[CH2:12][CH2:13][O:14][CH2:15][CH2:16]2)[S:9][CH:10]=1. Reported procedure: This compound was synthesized from (4-(4-(thiophen-2-yl)thiazol-2-yl)tetrahydro-2H-pyran-4-yl)methanamine and 3-(5-(trifluoromethyl)-1,2,4-oxadiazol-3-yl)benzoic acid as described in example 8 step 6 (70 mg, yield 46%): 1H NMR (400 MHz, MeOD) δ 8.47 (t, J=1.5 Hz, 1H), 8.26 (m, 1H), 8.00 (dt, J=7.8 Hz, 1.4 Hz, 1H), 7.63-7.61 (m, 2H), 7.46 (dd, J=3.8 Hz, 1.0 Hz, 1H), 7.29 (dd, J=5.0 Hz, 1.0 Hz, 1H), 7.01 (dd, J=5.0 Hz, 3.8 Hz, 1H), 3.95-3.92 (dt, J=11.9 Hz, 4.0 Hz, 2H), 3.71 (s, 2H), 3.62-3.56 (m,...